This data is from the Open Reaction Database (ORD), a public repository of structured organic reaction records. The task is: describe an organic reaction: reactants, conditions, products, and yield Reactants: O=C([O-])O, ClCCl, CCOC(C)=O, [Na+], O=S(Cl)Cl, c1ccncc1, OCc1ccc(Oc2ccccn2)cc1. Product: ClCc1ccc(Oc2ccccn2)cc1. RXN SMILES: [C:26](=[O:27])([OH:28])[O-:29].[CH2:31]([Cl:32])[Cl:33].[CH3:34][CH2:35][O:36][C:37](=[O:38])[CH3:39].[Na+:30].[S:1]([Cl:2])([Cl:3])=[O:4].[cH:5]1[cH:6][cH:7][n:8][cH:9][cH:10]1.[n:11]1[c:12]([O:17][c:18]2[cH:19][cH:20][c:21]([CH2:24][OH:25])[cH:22][cH:23]2)[cH:13][cH:14][cH:15][cH:16]1>>[Cl:3][CH2:24][c:21]1[cH:20][cH:19][c:18]([O:17][c:12]2[n:11][cH:16][cH:15][cH:14][cH:13]2)[cH:23][cH:22]1. The reactants are CC1=CC=C(C=C1)NCC(=O)O (p-methylphenylglycine), C1(CCCC1)NCC(=O)O (cyclopentylglycine). Product: C1(CCCC1)NCC(=O)N (cyclopentylglycinamide). Reaction SMILES: C[C:2]1[CH:7]=[CH:6][C:5]([NH:8][CH2:9][C:10]([OH:12])=O)=[CH:4]C=1.C1([NH:18]CC(O)=O)CCCC1>>[CH:5]1([NH:8][CH2:9][C:10]([NH2:18])=[O:12])[CH2:4][CH2:2][CH2:7][CH2:6]1. Procedure details: By replacing the p-methylphenylglycine employed in Procedure 14, Step A by an equivalent quantity of cyclopentylglycine, there is obtained cyclopentylglycinamide. Substituting this cyclopentylglycinamide for that employed in Procedure 13 and following the methods described in Steps A and B of Procedure 13, there is obtained in Step A 2-hydroxy-3-cyclopentylpyrazine and in Step B 2-chloro-3-cyclopentylpyrazine. Reactants: BrC=1C=CC2=C(OCCC3=C2SC(=C3)C(=O)N(C)C3=C(C=C(C(=O)OC)C=C3)Cl)C1 (methyl 4-(8-bromo-N-methyl-4,5-dihydrobenzo[b]thieno[2,3-d]oxepine-2-carboxamido)-3-chlorobenzoate), C(#N)[Cu] (CuCN). Product: ClC=1C=C(C(=O)OC)C=CC1N(C(=O)C1=CC2=C(C3=C(OCC2)C=C(C=C3)C#N)S1)C (methyl 3-chloro-4-(8-cyano-N-methyl-4,5-dihydrobenzo[b]thieno[2,3-d]oxepine-2-carboxamido)benzoate). Reaction SMILES: Br[C:2]1[CH:3]=[CH:4][C:5]2[C:11]3[S:12][C:13]([C:15]([N:17]([C:19]4[CH:28]=[CH:27][C:22]([C:23]([O:25][CH3:26])=[O:24])=[CH:21][C:20]=4[Cl:29])[CH3:18])=[O:16])=[CH:14][C:10]=3[CH2:9][CH2:8][O:7][C:6]=2[CH:30]=1.[C:31]([Cu])#[N:32]>>[Cl:29][C:20]1[CH:21]=[C:22]([CH:27]=[CH:28][C:19]=1[N:17]([CH3:18])[C:15]([C:13]1[S:12][C:11]2[C:5]3[CH:4]=[CH:3][C:2]([C:31]#[N:32])=[CH:30][C:6]=3[O:7][CH2:8][CH2:9][C:10]=2[CH:14]=1)=[O:16])[C:23]([O:25][CH3:26])=[O:24]. Reported procedure: Following Example 53, methyl 4-(8-bromo-N-methyl-4,5-dihydrobenzo[b]thieno[2,3-d]oxepine-2-carboxamido)-3-chlorobenzoate and CuCN gave methyl 3-chloro-4-(8-cyano-N-methyl-4,5-dihydrobenzo[b]thieno[2,3-d]oxepine-2-carboxamido)benzoate. Reactants: CC(=O)OC1NC(=O)C1CCCNC(=NC(=O)OCc1ccccc1)NC(=O)OCc1ccccc1, O=C(Cl)c1ccccc1, C1CCOC1, C[Si](C)(C)[N-][Si](C)(C)C, [Na+]. Yields the product CC(=O)OC1C(CCCNC(=NC(=O)OCc2ccccc2)NC(=O)OCc2ccccc2)C(=O)N1C(=O)c1ccccc1. RXN SMILES: [C:1]([CH3:2])(=[O:3])[O:4][CH:5]1[CH:6]([CH2:10][CH2:11][CH2:12][NH:13][C:14](=[N:15][C:16](=[O:17])[O:18][CH2:19][c:20]2[cH:21][cH:22][cH:23][cH:24][cH:25]2)[NH:26][C:27](=[O:28])[O:29][CH2:30][c:31]2[cH:32][cH:33][cH:34][cH:35][cH:36]2)[C:7](=[O:9])[NH:8]1.[C:47]([c:48]1[cH:49][cH:50][cH:51][cH:52][cH:53]1)(=[O:54])[Cl:55].[CH2:56]1[O:57][CH2:58][CH2:59][CH2:60]1.[CH3:37][Si:38]([N-:39][Si:40]([CH3:41])([CH3:42])[CH3:43])([CH3:44])[CH3:45].[Na+:46]>>[C:1]([CH3:2])(=[O:3])[O:4][CH:5]1[CH:6]([CH2:10][CH2:11][CH2:12][NH:13][C:14](=[N:15][C:16](=[O:17])[O:18][CH2:19][c:20]2[cH:21][cH:22][cH:23][cH:24][cH:25]2)[NH:26][C:27](=[O:28])[O:29][CH2:30][c:31]2[cH:32][cH:33][cH:34][cH:35][cH:36]2)[C:7](=[O:9])[N:8]1[C:47]([c:48]1[cH:49][cH:50][cH:51][cH:52][cH:53]1)=[O:54]. The reactants are O=C1CCC(=O)N1Br, C1CCOC1, c1cnc2[nH]ccc2c1. The product is Brc1c[nH]c2ncccc12. As a reaction SMILES: [Br:10][N:11]1[C:12](=[O:13])[CH2:14][CH2:15][C:16]1=[O:17].[O:18]1[CH2:19][CH2:20][CH2:21][CH2:22]1.[nH:1]1[cH:2][cH:3][c:4]2[c:5]1[n:6][cH:7][cH:8][cH:9]2>>[nH:1]1[cH:2][c:3]([Br:10])[c:4]2[c:5]1[n:6][cH:7][cH:8][cH:9]2. The reactants are C(=O)NC=1SC=C(N1)C(C(=O)O)=NOCC(N)=O (2-(2-formamidothiazol-4-yl)-2-carbamoylmethoxyiminoacetic acid), NC1[C@@H]2N(C(=C(CS2)CSC2=NN=NN2C)C(=O)O)C1=O (7-amino-3-(1-methyl-1H-tetrazol-5-yl)thiomethyl-3-cephem-4-carboxylic acid), P(=O)(Cl)(Cl)Cl (phosphoryl chloride), Cl (hydrochloric acid), resultant solution. The solvent is O1CCCC1 (tetrahydrofuran), CC(=O)C (acetone), C(C)N(CC)CC (triethylamine), C(C)N(CC)CC (triethylamine), O1CCCC1 (tetrahydrofuran), CN(C=O)C (N,N-dimethylformamide), C(C)(=O)OCC (Ethyl acetate). Yields the product C(=O)NC=1SC=C(N1)C(C(=O)NC1[C@@H]2N(C(=C(CS2)CSC2=NN=NN2C)C(=O)O)C1=O)=NOCC#N (7-[2-(2-formamidothiazol-4-yl)-2-cyanomethoxyiminoacetamido]-3-(1-methyl-1H-tetrazol-5-yl)thiomethyl-3-cephem-4-carboxylic acid). The yield is 51.1%. Reaction SMILES: P(Cl)(Cl)(Cl)=O.[CH:6]([NH:8][C:9]1[S:10][CH:11]=[C:12]([C:14](=[N:18][O:19][CH2:20][C:21](=O)[NH2:22])[C:15]([OH:17])=O)[N:13]=1)=[O:7].[NH2:24][CH:25]1[C:43](=[O:44])[N:27]2[C:28]([C:40]([OH:42])=[O:41])=[C:29]([CH2:32][S:33][C:34]3[N:38]([CH3:39])[N:37]=[N:36][N:35]=3)[CH2:30][S:31][C@H:26]12.Cl>O1CCCC1.CC(C)=O.C(OCC)(=O)C.C(N(CC)CC)C.CN(C)C=O>[CH:6]([NH:8][C:9]1[S:10][CH:11]=[C:12]([C:14](=[N:18][O:19][CH2:20][C:21]#[N:22])[C:15]([NH:24][CH:25]2[C:43](=[O:44])[N:27]3[C:28]([C:40]([OH:42])=[O:41])=[C:29]([CH2:32][S:33][C:34]4[N:38]([CH3:39])[N:37]=[N:36][N:35]=4)[CH2:30][S:31][C@H:26]23)=[O:17])[N:13]=1)=[O:7]. Reported procedure: A solution of phosphoryl chloride (3.68 g.), N,N-dimethylformamide (1.75 g.) and tetrahydrofuran (4 ml.) was stirred at -5° to -10° C. for 30 minutes and added to a suspension of 2-(2-formamidothiazol-4-yl)-2-carbamoylmethoxyiminoacetic acid (syn isomer, 2 g.) in tetrahydrofuran (16 ml.). The mixture was stirred at the same temperature to give an activated acid solution. On the other hand, a suspension of 7-amino-3-(1-methyl-1H-tetrazol-5-yl)thiomethyl-3-cephem-4-carboxylic acid (3.62 g.) in 50%... The reactants are Fc1ccc(Br)cc1C(F)(F)F, CS(C)=O, N#C[K], [Na+], [OH-], O. Yields the product O=C(O)c1ccc(Br)cc1C(F)(F)F. RXN SMILES: [Br:1][c:2]1[cH:3][c:4]([C:9]([F:10])([F:11])[F:12])[c:5]([F:8])[cH:6][cH:7]1.[CH3:19][S:20]([CH3:21])=[O:22].[K:13][C:14]#[N:15].[Na+:18].[OH-:17].[OH2:16]>>[Br:1][c:2]1[cH:3][c:4]([C:9]([F:10])([F:11])[F:12])[c:5]([C:14](=[O:16])[OH:17])[cH:6][cH:7]1. Reactants: COC1=CC=C(NC(=O)C2=CC=C(C=C2)N2C(=O)CCC3=CC=CC=C23)C=C1 (1-[4-(4-methoxyanilinocarbonyl)phenyl]-3,4-dihydrocarbostyril), [H-].[Na+] (sodium hydride), C(C)Br (ethyl bromide). Run in CN(C=O)C (dimethylformamide), CN(C=O)C (dimethylformamide). Yields the product C(C)N(C1=CC=C(C=C1)OC)C(=O)C1=CC=C(C=C1)N1C(=O)CCC2=CC=CC=C12 (1-[4-(N-ethyl-4-methoxyanilinocarbonyl)phenyl]-3,4-dihydrocarbostyril). Yield: 55.8%. Reaction SMILES: [CH3:1][O:2][C:3]1[CH:28]=[CH:27][C:6]([NH:7][C:8]([C:10]2[CH:15]=[CH:14][C:13]([N:16]3[C:26]4[C:21](=[CH:22][CH:23]=[CH:24][CH:25]=4)[CH2:20][CH2:19][C:17]3=[O:18])=[CH:12][CH:11]=2)=[O:9])=[CH:5][CH:4]=1.[H-].[Na+].[CH2:31](Br)[CH3:32]>CN(C)C=O>[CH2:31]([N:7]([C:8]([C:10]1[CH:15]=[CH:14][C:13]([N:16]2[C:26]3[C:21](=[CH:22][CH:23]=[CH:24][CH:25]=3)[CH2:20][CH2:19][C:17]2=[O:18])=[CH:12][CH:11]=1)=[O:9])[C:6]1[CH:5]=[CH:4][C:3]([O:2][CH3:1])=[CH:28][CH:27]=1)[CH3:32] |f:1.2|. Procedure: To a solution of 1-[4-(4-methoxyanilinocarbonyl)phenyl]-3,4-dihydrocarbostyril (0.2 g) in dimethylformamide (15 ml) is added 60% sodium hydride (24 mg) with stirring under ice cooling and the mixture is stirred at room temperature for 0.5 hour. Then, thereto is added a solution of ethyl bromide (64 mg) in dimethylformamide (DMF, 1 ml) and the mixture is refluxed with heating for 1 hour. DMF is distilled off under reduced pressure and water is added to the residue and the mixture is extracted wit... Starting materials: CN1CCN(Cc2ccc(N)cc2C(F)(F)F)CC1, CO, ClCCl, O=C(O)Cc1ccc(-n2cnc3cccnc32)cc1. Product: CN1CCN(Cc2ccc(NC(=O)Cc3ccc(-n4cnc5cccnc54)cc3)cc2C(F)(F)F)CC1. RXN SMILES: [CH3:20][N:21]1[CH2:22][CH2:23][N:24]([CH2:27][c:28]2[c:29]([C:35]([F:36])([F:37])[F:38])[cH:30][c:31]([NH2:34])[cH:32][cH:33]2)[CH2:25][CH2:26]1.[CH3:42][OH:43].[Cl:39][CH2:40][Cl:41].[n:1]1[cH:2][n:3](-[c:10]2[cH:11][cH:12][c:13]([CH2:16][C:17](=[O:18])[OH:19])[cH:14][cH:15]2)[c:4]2[n:5][cH:6][cH:7][cH:8][c:9]12>>[n:1]1[cH:2][n:3](-[c:10]2[cH:11][cH:12][c:13]([CH2:16][C:17](=[O:19])[NH:34][c:31]3[cH:30][c:29]([C:35]([F:36])([F:37])[F:38])[c:28]([CH2:27][N:24]4[CH2:23][CH2:22][N:21]([CH3:20])[CH2:26][CH2:25]4)[cH:33][cH:32]3)[cH:14][cH:15]2)[c:4]2[n:5][cH:6][cH:7][cH:8][c:9]12.